This data is from the Open Reaction Database (ORD), a public repository of structured organic reaction records. The task is: describe an organic reaction: reactants, conditions, products, and yield Yields the product C[C@H]1Oc2cc(cnc2N)c3c(CN(C)C(=O)c4ccc(F)cc14)nnn3CC5CCC5. Starting materials: O, Brc1cnc(c(c1)O[C@@H](c1c(ccc(c1)F)C(=O)N(Cc1cn(nn1)CC1CCC1)C)C)N. Reagents/catalysts: c1ccc(cc1)-c2c3ccccc3cc4ccccc24 (9-Phenylanthracene), CC(=O)[O-].[K+] (KOAc), P([C@]12C[C@@H]3C[C@H](C2)C[C@@H](C1)C3)([C@]12C[C@@H]3C[C@@H](C2)C[C@@H](C1)C3)CCCC (cataCXium A), C(O[Pd]OC(C)=O)(C)=O (Pd(OAc)2). Run at temperature 110 celsius, time 18 hour. Run in CCC(C)(C)O (t-AmOH). Reaction SMILES: [CH3:1][C@H:2]([c:11]1[c:17]([C:18]([N:20]([CH2:22][c:23]2[n:32][n:31][n:25]([CH2:26][CH:27]3[CH2:30][CH2:29][CH2:28]3)[cH:24]2)[CH3:21])=[O:19])[cH:16][cH:15][c:13]([F:14])[cH:12]1)[O:3][c:4]4[c:9]([NH2:10])[n:8][cH:7][c:6](Br)[cH:5]4.O>>[CH3:1][C@@H:2]1[c:11]([c:17]2[C:18](=[O:19])[N:20]([CH3:21])[CH2:22][c:23]3[c:24]([n:25]([CH2:26][CH:27]4[CH2:30][CH2:29][CH2:28]4)[n:31][n:32]3)[c:6]5[cH:5][c:4]([c:9]([NH2:10])[n:8][cH:7]5)[O:3]1)[cH:12][c:13]([F:14])[cH:15][cH:16]2. The reactants are [Ca] (calcium), FC1=CC=CC=C1 (fluorobenzene), C1(CCCCC1)=O (cyclohexanone). The product is C1(=CC=CC=C1)C1(CCCCC1)O (1-phenylcyclohexanol). Yield: 85.0%. RXN SMILES: [Ca].F[C:3]1[CH:8]=[CH:7][CH:6]=[CH:5][CH:4]=1.[C:9]1(=[O:15])[CH2:14][CH2:13][CH2:12][CH2:11][CH2:10]1>>[C:3]1([C:9]2([OH:15])[CH2:14][CH2:13][CH2:12][CH2:11][CH2:10]2)[CH:8]=[CH:7][CH:6]=[CH:5][CH:4]=1. Procedure: Reactions of aryl halides with reactive calcium required slightly higher temperatures, up to -30° C. for aryl bromides and up to -20° C. for aryl chlorides. The aryl calcium compounds are very stable at room temperature. Reactions of m-bromotoluene, m-bromoanisole, and p-chlorotoluene with the soluble highly reactive calcium complex gave the corresponding arylcalcium reagents in quantitative yields based on the GC analyses of reaction quenches. The 1,2-addition of these arylcalcium compounds wit...